This data is from the Open Reaction Database (ORD), a public repository of structured organic reaction records. The task is: describe an organic reaction: reactants, conditions, products, and yield Conditions: time 10 minute. Procedure details: n-Butyl lithium (a 1.6M solution in hexane; 0.74 ml, 1.18 mmol) was added to a solution of 2-methoxyethoxymethyl tributylstannylmethyl ether (481.6 mg, 1.18 mmol) in tetrahydrofuran (5 ml) at -78° under argon. After 10 minutes, a solution of 5-trimethylsilyl-3-furaldehyde (198 mg, 1.18 mmol) was added, followed by lauroyl chloride (0.26 ml), 1.18 mmol) after 20 minutes. Stirring was continued at room temperature for 48 hours and the mixture was quenched with water. Extraction (ether) and evapora... As a reaction SMILES: C([Li])CCC.C([Sn]([CH2:19][O:20][CH2:21][O:22][CH2:23][CH2:24][O:25][CH3:26])(CCCC)CCCC)CCC.[CH3:27][Si:28]([CH3:37])([CH3:36])[C:29]1[O:33][CH:32]=[C:31]([CH:34]=[O:35])[CH:30]=1.[C:38](Cl)(=[O:50])[CH2:39][CH2:40][CH2:41][CH2:42][CH2:43][CH2:44][CH2:45][CH2:46][CH2:47][CH2:48][CH3:49]>CCCCCC.O1CCCC1>[C:38]([O:35][CH:34]([C:31]1[CH:30]=[C:29]([Si:28]([CH3:37])([CH3:36])[CH3:27])[O:33][CH:32]=1)[CH2:19][O:20][CH2:21][O:22][CH2:23][CH2:24][O:25][CH3:26])(=[O:50])[CH2:39][CH2:40][CH2:41][CH2:42][CH2:43][CH2:44][CH2:45][CH2:46][CH2:47][CH2:48][CH3:49]. The solvent is O1CCCC1 (tetrahydrofuran), CCCCCC (hexane). Reactants: C(CCC)[Sn](CCCC)(CCCC)COCOCCOC (2-methoxyethoxymethyl tributylstannylmethyl ether), C(CCC)[Li] (n-Butyl lithium), C[Si](C1=CC(=CO1)C=O)(C)C (5-trimethylsilyl-3-furaldehyde), C(CCCCCCCCCCC)(=O)Cl (lauroyl chloride), solution. Yields the product C(CCCCCCCCCCC)(=O)OC(COCOCCOC)C=1C=C(OC1)[Si](C)(C)C (4-[1-Dodecanoyloxy-2-(2-methoxyethoxy) methoxyethyl]-2-trimethylsilylfuran). The reactants are CC(=O)Nc1cccc(Br)c1, CC(=O)[O-], CC(=O)[O-], O=C([O-])[O-], CCOC(C)=O, CC(C)(C)O, CC(C)c1cc(C(C)C)c(-c2ccccc2P(C2CCCCC2)C2CCCCC2)c(C(C)C)c1, [Cs+], [Cs+], CC(C)(C)OC(=O)c1ccc(CCc2ccccc2)cc1N, O=C(C=Cc1ccccc1)C=Cc1ccccc1, O=C(C=Cc1ccccc1)C=Cc1ccccc1, O=C(C=Cc1ccccc1)C=Cc1ccccc1, O, [Pd+2], [Pd], [Pd]. Product: CC(=O)Nc1cccc(Nc2cc(CCc3ccccc3)ccc2C(=O)OC(C)(C)C)c1. As a reaction SMILES: [Br:29][c:30]1[cH:31][c:32]([NH:36][C:37]([CH3:38])=[O:39])[cH:33][cH:34][cH:35]1.[C:130]([O-:131])(=[O:132])[CH3:133].[C:135]([O-:136])(=[O:137])[CH3:138].[C:23](=[O:24])([O-:25])[O-:26].[CH3:140][CH2:141][O:142][C:143](=[O:144])[CH3:145].[CH3:146][C:147]([OH:148])([CH3:149])[CH3:150].[CH:40]1([P:41]([CH:42]2[CH2:43][CH2:44][CH2:45][CH2:46][CH2:47]2)[c:48]2[cH:49][cH:50][cH:51][cH:52][c:53]2-[c:54]2[c:55]([CH:56]([CH3:57])[CH3:58])[cH:59][c:60]([CH:61]([CH3:62])[CH3:63])[cH:64][c:65]2[CH:66]([CH3:67])[CH3:68])[CH2:69][CH2:70][CH2:71][CH2:72][CH2:73]1.[Cs+:27].[Cs+:28].[NH2:1][c:2]1[c:3]([C:4](=[O:5])[O:6][C:7]([CH3:8])([CH3:9])[CH3:10])[cH:11][cH:12][c:13]([CH2:15][CH2:16][c:17]2[cH:18][cH:19][cH:20][cH:21][cH:22]2)[cH:14]1.[O:112]=[C:113]([CH:114]=[CH:115][c:116]1[cH:117][cH:118][cH:119][cH:120][cH:121]1)[CH:122]=[CH:123][c:124]1[cH:125][cH:126][cH:127][cH:128][cH:129]1.[O:76]=[C:77]([CH:78]=[CH:79][c:80]1[cH:81][cH:82][cH:83][cH:84][cH:85]1)[CH:86]=[CH:87][c:88]1[cH:89][cH:90][cH:91][cH:92][cH:93]1.[O:94]=[C:95]([CH:96]=[CH:97][c:98]1[cH:99][cH:100][cH:101][cH:102][cH:103]1)[CH:104]=[CH:105][c:106]1[cH:107][cH:108][cH:109][cH:110][cH:111]1.[OH2:139].[Pd+2:134].[Pd:74].[Pd:75]>>[NH:1]([c:2]1[c:3]([C:4](=[O:5])[O:6][C:7]([CH3:8])([CH3:9])[CH3:10])[cH:11][cH:12][c:13]([CH2:15][CH2:16][c:17]2[cH:18][cH:19][cH:20][cH:21][cH:22]2)[cH:14]1)[c:30]1[cH:31][c:32]([NH:36][C:37]([CH3:38])=[O:39])[cH:33][cH:34][cH:35]1. Procedure: To 2-chloro-4-methyl-5-nitro-pyridine (250 mg, 1.45 mmol) was added potassium carbonate (320 mg, 2.32 mmol) followed by ethylenediamine (4.2 g, 70 mmol). The mixture turned hot and was filtered after cooling through kieselguhr. The filtrate was concentrated under reduced pressure and purified by column chromatography (silica, gradient of 1 to 10% methanol containing 7N ammonia in DCM) to yield 205 mg (1.04 mmol, 72%) MS(ESI) m/z=197.1 [M+1]+. Starting materials: ClC1=NC=C(C(=C1)C)[N+](=O)[O-] (2-chloro-4-methyl-5-nitro-pyridine), C([O-])([O-])=O.[K+].[K+] (potassium carbonate), C(CN)N (ethylenediamine). Yields the product CC1=CC(=NC=C1[N+](=O)[O-])NCCN (N-(4-Methyl-5-nitro-2-pyridyl)ethane-1,2-diamine). Reaction SMILES: Cl[C:2]1[CH:7]=[C:6]([CH3:8])[C:5]([N+:9]([O-:11])=[O:10])=[CH:4][N:3]=1.C(=O)([O-])[O-].[K+].[K+].[CH2:18]([NH2:21])[CH2:19][NH2:20]>>[CH3:8][C:6]1[C:5]([N+:9]([O-:11])=[O:10])=[CH:4][N:3]=[C:2]([NH:20][CH2:19][CH2:18][NH2:21])[CH:7]=1 |f:1.2.3|. Starting materials: N#Cc1ccncc1Br, CC1(C)OB(c2cc([N+](=O)[O-])ccc2F)OC1(C)C. Product: N#Cc1ccncc1-c1cc([N+](=O)[O-])ccc1F. Reaction SMILES: [Br:1][c:2]1[c:3]([C:4]#[N:5])[cH:6][cH:7][n:8][cH:9]1.[F:10][c:11]1[c:12]([B:20]2[O:21][C:22]([CH3:23])([CH3:24])[C:25]([CH3:26])([CH3:27])[O:28]2)[cH:13][c:14]([N+:17](=[O:18])[O-:19])[cH:15][cH:16]1>>[c:2]1(-[c:12]2[c:11]([F:10])[cH:16][cH:15][c:14]([N+:17](=[O:18])[O-:19])[cH:13]2)[c:3]([C:4]#[N:5])[cH:6][cH:7][n:8][cH:9]1. The reactants are CC=1NC2=CC=C(C=C2C1C(=O)C1=C(C(=O)O)C=CC=C1)OC (2-[(2-methyl-5-methoxy-3-indolyl)carbonyl]benzoic acid), Formula III, CN(C1=CC(=CC=C1)N(C)C)C (N,N,N',N'-tetramethyl-m-phenylenediamine), C(C)(=O)OC(C)=O (acetic anhydride). Yields the product CN(C1=C(C=CC(=C1)N(C)C)C1(OC(=O)C2=CC=CC=C12)C1=C(NC2=CC=C(C=C12)OC)C)C (3-[2,4-bis(dimethylamino)-phenyl]-3-(2-methyl-5-methoxy-3-indolyl)phthalide). The yield is 91.5%. Reaction SMILES: [CH3:1][C:2]1[NH:3][C:4]2[C:9]([C:10]=1[C:11]([C:13]1[CH:21]=[CH:20][CH:19]=[CH:18][C:14]=1[C:15]([OH:17])=[O:16])=O)=[CH:8][C:7]([O:22][CH3:23])=[CH:6][CH:5]=2.[CH3:24][N:25]([CH3:35])[C:26]1[CH:31]=[CH:30][CH:29]=[C:28]([N:32]([CH3:34])[CH3:33])[CH:27]=1.C(OC(=O)C)(=O)C>>[CH3:33][N:32]([CH3:34])[C:28]1[CH:27]=[C:26]([N:25]([CH3:35])[CH3:24])[CH:31]=[CH:30][C:29]=1[C:11]1([C:10]2[C:9]3[C:4](=[CH:5][CH:6]=[C:7]([O:22][CH3:23])[CH:8]=3)[NH:3][C:2]=2[CH3:1])[C:13]2[C:14](=[CH:18][CH:19]=[CH:20][CH:21]=2)[C:15](=[O:16])[O:17]1. Procedure details: A mixture of 2.0 g (0.006 mole) of 2-[(2-methyl-5-methoxy-3-indolyl)carbonyl]benzoic acid, obtained as described in part A above, 1.1 g (0.0067 mole) of N,N,N',N'-tetramethyl-m-phenylenediamine and six ml of acetic anhydride were interacted at 50°-55° C. in a manner similar to that described in Example 2, part B to obtain 2.5 g of 3-[2,4-bis(dimethylamino)-phenyl]-3-(2-methyl-5-methoxy-3-indolyl)phthalide (Formula III: R0 =R1 =R2 =R3 =R6 =H; R=R5 =CH3 ; R4 =N(CH3)2 ; Y1 =OCH3), as a light pink-c...